This data is from the Open Reaction Database (ORD), a public repository of structured organic reaction records. The task is: describe an organic reaction: reactants, conditions, products, and yield The reactants are [OH-].[K+] (potassium hydroxide), S1CCC(C2=CC=CC=C12)=O (thiochroman-4-one), CC1=C(N=CN1C(C1=CC=CC=C1)(C1=CC=CC=C1)C1=CC=CC=C1)C=O (5-methyl-1-(triphenylmethyl)-1H-imidazole-4-carboxaldehyde). Solvent: CO (methanol), CO (methanol). Run at time 3.5 hour. Product: CC1=C(N=CN1C(C1=CC=CC=C1)(C1=CC=CC=C1)C1=CC=CC=C1)\C=C/1\CSC2=C(C1=O)C=CC=C2 ((E)-2,3-Dihydro-3-[[5-methyl-1-(triphenylmethyl)-1H-imidazol-4-yl]methylene]-4H1-benzothiopyran-4-one). Isolated yield 74.4%. Reaction SMILES: [OH-].[K+].[S:3]1[C:12]2[C:7](=[CH:8][CH:9]=[CH:10][CH:11]=2)[C:6](=[O:13])[CH2:5][CH2:4]1.[CH3:14][C:15]1[N:19]([C:20]([C:33]2[CH:38]=[CH:37][CH:36]=[CH:35][CH:34]=2)([C:27]2[CH:32]=[CH:31][CH:30]=[CH:29][CH:28]=2)[C:21]2[CH:26]=[CH:25][CH:24]=[CH:23][CH:22]=2)[CH:18]=[N:17][C:16]=1[CH:39]=O>CO>[CH3:14][C:15]1[N:19]([C:20]([C:21]2[CH:26]=[CH:25][CH:24]=[CH:23][CH:22]=2)([C:27]2[CH:28]=[CH:29][CH:30]=[CH:31][CH:32]=2)[C:33]2[CH:38]=[CH:37][CH:36]=[CH:35][CH:34]=2)[CH:18]=[N:17][C:16]=1/[CH:39]=[C:5]1/[CH2:4][S:3][C:12]2[CH:11]=[CH:10][CH:9]=[CH:8][C:7]=2[C:6]/1=[O:13] |f:0.1|. Procedure: A solution of potassium hydroxide (0.5 g) in methanol (5 ml) was added to a solution of thiochroman-4-one (0.93 g) and 5-methyl-1-(triphenylmethyl)-1H-imidazole-4-carboxaldehyde (2 g) in methanol (25 ml), and the resulting solution was stirred at 50° for 3.5 h. The resultant precipitate was filtered off, washed with methanol (20 ml) and dried to give the title compound (2.1 g), m.p. 225°-226°. Reactants: [BH4-].[Li+] (Lithium borohydride), C(C1=CC=CC=C1)(=O)NC1=CC=C(C=C1)NC1=C2C3=C(C(NC2=NC=C1)=O)C=C(C=C3)C(=O)OC (Methyl 1-(4-benzamidophenylamino)-6-oxo-5,6-dihydrobenzo[c][1,8]naphthyridine-8-carboxylate). Solvent: C1CCOC1 (THF). Reaction conditions: time 20 minute. Product: OCC=1C=CC2=C(C(NC3=NC=CC(=C23)NC2=CC=C(C=C2)NC(C2=CC=CC=C2)=O)=O)C1 (N-(4-(8-(Hydroxymethyl)-6-oxo-5,6-dihydrobenzo[c][1,8]naphthyridin-1-ylamino)phenyl)benzamide). Yield: 30.2%. As a reaction SMILES: [BH4-].[Li+].[C:3]([NH:11][C:12]1[CH:17]=[CH:16][C:15]([NH:18][C:19]2[CH:28]=[CH:27][N:26]=[C:25]3[C:20]=2[C:21]2[CH:33]=[CH:32][C:31]([C:34](OC)=[O:35])=[CH:30][C:22]=2[C:23](=[O:29])[NH:24]3)=[CH:14][CH:13]=1)(=[O:10])[C:4]1[CH:9]=[CH:8][CH:7]=[CH:6][CH:5]=1>C1COCC1>[OH:35][CH2:34][C:31]1[CH:32]=[CH:33][C:21]2[C:20]3[C:25](=[N:26][CH:27]=[CH:28][C:19]=3[NH:18][C:15]3[CH:14]=[CH:13][C:12]([NH:11][C:3](=[O:10])[C:4]4[CH:9]=[CH:8][CH:7]=[CH:6][CH:5]=4)=[CH:17][CH:16]=3)[NH:24][C:23](=[O:29])[C:22]=2[CH:30]=1 |f:0.1|. Procedure: Lithium borohydride (33 mg, 1.51 mmol) was added to a stirred solution of 267 (100 mg, 0.22 mmol) in THF (10 mL) at 0° C., and stirred for 20 min. at room temperature, then overnight at 45° C. The reaction solution was quenched with MeOH and H2O, acidified with HCl (1 mL, conc.), and stirred for 20 min. The crude product was purified via HP-LC to provide 273 (29 mg, 31% yield) as a solid. LC-MS (M+H=437, obsd.=437). Reactants: C(CCC)Br (n-butylbromide), C(CCC)N(CCCC)CCCC (tributylamine). The solvent is C(C)#N (acetonitrile). Product: CCCC[N+](CCCC)(CCCC)CCCC.[Br-] (TBAB). Yield: 90.0%. Reaction SMILES: [CH2:1]([Br:5])[CH2:2][CH2:3][CH3:4].[CH2:6]([N:10]([CH2:15][CH2:16][CH2:17][CH3:18])[CH2:11][CH2:12][CH2:13][CH3:14])[CH2:7][CH2:8][CH3:9]>C(#N)C>[CH3:4][CH2:3][CH2:2][CH2:1][N+:10]([CH2:11][CH2:12][CH2:13][CH3:14])([CH2:15][CH2:16][CH2:17][CH3:18])[CH2:6][CH2:7][CH2:8][CH3:9].[Br-:5] |f:3.4|. Procedure details: A solution of 60.3 g. n-butylbromide and 74.1 g. tributylamine in 100 ml practical grade acetonitrile was refluxed for 22 hours under argon. The reaction mixture was cooled and then evaporated to near dryness at 30°C. The crystalline mass was dissolved in 100 ml water, and the aqueous solution was washed with three 100-ml aliquots of benzene. TBAB yield = 90 percent. Starting materials: O (water), two, [H-].[Al+3].[Li+].[H-].[H-].[H-] (LAH), Cl (HCl), C(C)(=S)C1=C(C=C(C(=C1)CCCCC)CCCCC)C(C)=S (1,2-Bis(thioacetyl)-4,5-dipentylbenzene), [H-].[Al+3].[Li+].[H-].[H-].[H-] (lithium aluminum hydride). Solvent: C1CCOC1 (THF), C1CCOC1 (THF). Product: SCC1=C(C=C(C(=C1)CCCCC)CCCCC)CS (1,2-bis(mercaptomethyl)-4,5-dipentylbenzene). Yield: 80.0%. Reaction SMILES: [H-].[Al+3].[Li+].[H-].[H-].[H-].[C:7]([C:10]1[CH:15]=[C:14]([CH2:16][CH2:17][CH2:18][CH2:19][CH3:20])[C:13]([CH2:21][CH2:22][CH2:23][CH2:24][CH3:25])=[CH:12][C:11]=1[C:26](=[S:28])C)(=[S:9])C.Cl.O>C1COCC1>[SH:9][CH2:7][C:10]1[CH:15]=[C:14]([CH2:16][CH2:17][CH2:18][CH2:19][CH3:20])[C:13]([CH2:21][CH2:22][CH2:23][CH2:24][CH3:25])=[CH:12][C:11]=1[CH2:26][SH:28] |f:0.1.2.3.4.5|. Reported procedure: A 250 mL two necked round bottom flask equipped with a magnetic stir bar and a reflux condenser was charged with 0.28 g (7.5 mmol) of lithium aluminum hydride (LAH) and 10 mL of dry THF. The apparatus was purged with argon and a solution of 5e (0.98 g; 2.5 mmol) in dry THF was transferred via cannula to the LAH suspension under argon. The mixture was refluxed under argon for 2 h. After cooling the flask to rt, ice cold water was added dropwise carefully. Upon observation of a white precipitate, ... Starting materials: CCOC(=O)c1cn(-c2cc(NC=O)c(F)cc2F)c2c(F)c(F)c(F)c(NCc3ccccc3)c2c1=O, CCO, CC(=O)O. Yields the product CCOC(=O)c1cn(-c2cc(NC=O)c(F)cc2F)c2c(F)c(F)c(F)c(N)c2c1=O. Reaction SMILES: [CH2:4]([c:5]1[cH:6][cH:7][cH:8][cH:9][cH:10]1)[NH:11][c:12]1[c:13]2[c:14](=[O:41])[c:15]([C:36](=[O:37])[O:38][CH2:39][CH3:40])[cH:16][n:17](-[c:25]3[c:26]([F:35])[cH:27][c:28]([F:34])[c:29]([NH:31][CH:32]=[O:33])[cH:30]3)[c:18]2[c:19]([F:24])[c:20]([F:23])[c:21]1[F:22].[CH3:1][CH2:2][OH:3].[CH3:42][C:43](=[O:44])[OH:45]>>[NH2:11][c:12]1[c:13]2[c:14](=[O:41])[c:15]([C:36](=[O:37])[O:38][CH2:39][CH3:40])[cH:16][n:17](-[c:25]3[c:26]([F:35])[cH:27][c:28]([F:34])[c:29]([NH:31][CH:32]=[O:33])[cH:30]3)[c:18]2[c:19]([F:24])[c:20]([F:23])[c:21]1[F:22]. The yield is 73.2%. As a reaction SMILES: [F:1][C:2]1[CH:7]=[CH:6][C:5]([C:8]2[CH:13]=[CH:12][N:11]=[CH:10][C:9]=2/[CH:14]=[CH:15]/[C:16]([OH:18])=O)=[CH:4][CH:3]=1.[CH3:19][C:20]1[O:24][C:23]([CH2:25][CH2:26][C:27]2[CH:33]=[CH:32][C:30]([NH2:31])=[CH:29][CH:28]=2)=[N:22][N:21]=1.O.ON1C2C=CC=CC=2N=N1.Cl.C(N=C=NCCCN(C)C)C>O.CN(C)C=O>[F:1][C:2]1[CH:3]=[CH:4][C:5]([C:8]2[CH:13]=[CH:12][N:11]=[CH:10][C:9]=2/[CH:14]=[CH:15]/[C:16]([NH:31][C:30]2[CH:32]=[CH:33][C:27]([CH2:26][CH2:25][C:23]3[O:24][C:20]([CH3:19])=[N:21][N:22]=3)=[CH:28][CH:29]=2)=[O:18])=[CH:6][CH:7]=1 |f:2.3,4.5|. The solvent is CN(C=O)C (N,N-dimethylformamide), O (water). Run at time 21 hour. Reactants: FC1=CC=C(C=C1)C1=C(C=NC=C1)/C=C/C(=O)O ((2E)-3-[4-(4-fluorophenyl)pyridin-3-yl]prop-2-enoic acid), CC1=NN=C(O1)CCC1=CC=C(N)C=C1 (4-[2-(5-methyl-1,3,4-oxadiazol-2-yl)ethyl]aniline), O.ON1N=NC2=C1C=CC=C2 (1-hydroxy-1H-1,2,3-benzotriazole monohydrate), Cl.C(C)N=C=NCCCN(C)C (1-ethyl-3-(3-dimethylaminopropyl)carbodiimide hydrochloride). The product is FC1=CC=C(C=C1)C1=C(C=NC=C1)/C=C/C(=O)NC1=CC=C(C=C1)CCC=1OC(=NN1)C ((2E)-3-[4-(4-fluorophenyl)pyridin-3-yl]-N-{4-[2-(5-methyl-1,3,4-oxadiazol-2-yl)ethyl]phenyl}prop-2-enamide). Reported procedure: A mixture of (2E)-3-[4-(4-fluorophenyl)pyridin-3-yl]prop-2-enoic acid (730 mg), 4-[2-(5-methyl-1,3,4-oxadiazol-2-yl)ethyl]aniline (640 mg), 1-hydroxy-1H-1,2,3-benzotriazole monohydrate (505 mg), 1-ethyl-3-(3-dimethylaminopropyl)carbodiimide hydrochloride (733 mg) and N,N-dimethylformamide (15 mL) was stirred at room temperature for 21 hr. To the reaction mixture was added water, and the mixture was extracted with ethyl acetate. The extract was washed with saturated brine, and dried over anhydrou... Yields the product CCc1nc(C)c(CN2CCN(c3cncc4nc(-c5ccc(C(C)(C)C)cc5)[nH]c34)CC2)[nH]1. Reaction SMILES: [C:46]([O:47][BH-:48]([O:49][C:50](=[O:51])[CH3:52])[O:53][C:54](=[O:55])[CH3:56])(=[O:57])[CH3:58].[CH2:1]([O:2][C:9](=[O:3])[N:11]1[CH2:12][CH2:13][N:14]([c:17]2[c:18]3[c:19]([cH:20][n:21][cH:22]2)[nH:23][c:24](-[c:26]2[cH:27][cH:28][c:29]([C:32]([CH3:33])([CH3:34])[CH3:35])[cH:30][cH:31]2)[n:25]3)[CH2:15][CH2:16]1)[c:4]1[cH:5][cH:6][cH:7][cH:8][cH:10]1.[CH2:36]([CH3:37])[c:38]1[n:39][c:40]([CH3:45])[c:41]([CH:43]=[O:44])[nH:42]1.[CH2:60]1[O:61][CH2:62][CH2:63][CH2:64]1.[Na+:59]>>[CH2:9]([N:11]1[CH2:12][CH2:13][N:14]([c:17]2[c:18]3[c:19]([cH:20][n:21][cH:22]2)[n:23][c:24](-[c:26]2[cH:27][cH:28][c:29]([C:32]([CH3:33])([CH3:34])[CH3:35])[cH:30][cH:31]2)[nH:25]3)[CH2:15][CH2:16]1)[c:41]1[c:40]([CH3:45])[n:39][c:38]([CH2:36][CH3:37])[nH:42]1. Starting materials: CC(=O)O[BH-](OC(C)=O)OC(C)=O, CC(C)(C)c1ccc(-c2nc3c(N4CCN(C(=O)OCc5ccccc5)CC4)cncc3[nH]2)cc1, CCc1nc(C)c(C=O)[nH]1, C1CCOC1, [Na+]. Reactants: CCOC(=O)C(C)(C)Oc1ccc(-c2ccc(CNC(=O)c3cc(Cl)ccc3OC)cc2)cc1, [K+], C1COCCO1, [OH-]. Yields the product COc1ccc(Cl)cc1C(=O)NCc1ccc(-c2ccc(OC(C)(C)C(=O)O)cc2)cc1. RXN SMILES: [CH3:1][C:2]([C:3](=[O:4])[O:5][CH2:6][CH3:7])([CH3:8])[O:9][c:10]1[cH:11][cH:12][c:13](-[c:16]2[cH:17][cH:18][c:19]([CH2:22][NH:23][C:24]([c:25]3[c:26]([O:32][CH3:33])[cH:27][cH:28][c:29]([Cl:31])[cH:30]3)=[O:34])[cH:20][cH:21]2)[cH:14][cH:15]1.[K+:36].[O:37]1[CH2:38][CH2:39][O:40][CH2:41][CH2:42]1.[OH-:35]>>[CH3:1][C:2]([C:3](=[O:4])[OH:5])([CH3:8])[O:9][c:10]1[cH:11][cH:12][c:13](-[c:16]2[cH:17][cH:18][c:19]([CH2:22][NH:23][C:24]([c:25]3[c:26]([O:32][CH3:33])[cH:27][cH:28][c:29]([Cl:31])[cH:30]3)=[O:34])[cH:20][cH:21]2)[cH:14][cH:15]1. Starting materials: CC(C)OP(=O)(CBr)OC(C)C, CC([O-])=S, CCCC[N+](CCCC)(CCCC)CCCC, CN(C)C=O, [I-], [K+]. Yields the product CC(=O)SCP(=O)(OC(C)C)OC(C)C. RXN SMILES: [Br:1][CH2:2][P:3]([O:4][CH:5]([CH3:6])[CH3:7])([O:8][CH:9]([CH3:10])[CH3:11])=[O:12].[C:13]([CH3:14])(=[S:15])[O-:16].[CH2:24]([N+:25]([CH2:26][CH2:27][CH2:28][CH3:29])([CH2:30][CH2:31][CH2:32][CH3:33])[CH2:34][CH2:35][CH2:36][CH3:37])[CH2:38][CH2:39][CH3:40].[CH3:18][N:19]([CH3:20])[CH:21]=[O:22].[I-:23].[K+:17]>>[CH2:2]([P:3]([O:4][CH:5]([CH3:6])[CH3:7])([O:8][CH:9]([CH3:10])[CH3:11])=[O:12])[S:15][C:13]([CH3:14])=[O:16]. Reactants: [OH-].[K+] (Potassium hydroxide), C(C)(C)NC(C)C (diisopropylamine), C(C(C)=C)Cl (methallyl chloride), C(CCCCC#N)#N (adiponitrile). Reagents/catalysts: [I-].C(CCC)[N+](CCCC)(CCCC)CCCC (tetrabutylammonium iodide). The product is C(C)(C)N(C(C)C)CC(C)=C (N,N-Diisopropylmethallylamine). Reaction SMILES: [CH:1]([NH:4][CH:5]([CH3:7])[CH3:6])([CH3:3])[CH3:2].[CH2:8](Cl)[C:9](=[CH2:11])[CH3:10].C(#N)CCCCC#N.[OH-].[K+]>[I-].C([N+](CCCC)(CCCC)CCCC)CCC>[CH:1]([N:4]([CH2:10][C:9](=[CH2:8])[CH3:11])[CH:5]([CH3:7])[CH3:6])([CH3:3])[CH3:2] |f:3.4,5.6|. Procedure: A mixture of diisopropylamine (20.24 g, 0.2 mol), methallyl chloride (9.00 g, 0.1 mol), adiponitrile (10.81 g, 0.1 mol) and tetrabutylammonium iodide (3.69 g, 10 mmol) was refluxed for 5 h with vigorous stirring (two phases). The temperature of the mixture increased from 88° to 125° C. Potassium hydroxide solution (5M, 15 ml, 0.15 mol) was added. Three layers formed. The mixture was extracted with n-pentane (2×50 ml). Adiponitrile (the middle layer) was recovered. The pentane solution was dried ...